From a dataset of the Open Reaction Database (ORD), a public repository of structured organic reaction records. describe an organic reaction: reactants, conditions, products, and yield The solvent is C(C)#N (ACN), C(C)#N.O (ACN water). The yield is 56.3%. As a reaction SMILES: [N:1]1([CH2:6][C@@H:7]2[C@H:10]([NH:11][C:12](=[O:21])[O:13][CH2:14][C:15]3[CH:20]=[CH:19][CH:18]=[CH:17][CH:16]=3)[C:9](=[O:22])[N:8]2CC2C=CC(OC)=CC=2OC)[CH:5]=[N:4][CH:3]=[N:2]1.OP([O-])([O-])=O.[K+].[K+]>C(#N)C.O.C(#N)C>[N:1]1([CH2:6][C@@H:7]2[C@H:10]([NH:11][C:12](=[O:21])[O:13][CH2:14][C:15]3[CH:16]=[CH:17][CH:18]=[CH:19][CH:20]=3)[C:9](=[O:22])[NH:8]2)[CH:5]=[N:4][CH:3]=[N:2]1 |f:1.2.3,4.5|. Reactants: N1(N=CN=C1)C[C@H]1N(C([C@H]1NC(OCC1=CC=CC=C1)=O)=O)CC1=C(C=C(C=C1)OC)OC (benzyl ((2R,3S)-2-((1H-1,2,4-triazol-1-yl)methyl)-1-(2,4-dimethoxybenzyl)-4-oxoazetidin-3-yl)carbamate), K2S2O8, OP(=O)([O-])[O-].[K+].[K+] (K2HPO4), K2S2O8, OP(=O)([O-])[O-].[K+].[K+] (K2HPO4), K2S2O8, OP(=O)([O-])[O-].[K+].[K+] (K2HPO4). Procedure: Prepared in an analogous manner to example 4, step 2 using benzyl ((2R,3S)-2-((1H-1,2,4-triazol-1-yl)methyl)-1-(2,4-dimethoxybenzyl)-4-oxoazetidin-3-yl)carbamate (101 mg, 0.224 mmol), K2S2O8 (85 mg, 0.313 mmol) and K2HPO4 (50.7 mg, 0.291 mmol) in ACN:water (2:1, 61.5 mL) while heating for 2 h at 90° C. More K2S2O8 (18.1 mg, 0.067 mmol) and K2HPO4 (10.1 mg, 0.058 mmol) were added and heated for another 1.5 h. More K2S2O8 (18.1 mg, 0.067 mmol) and K2HPO4 (10.1 mg, 0.058 mmol) were added and heated... Run at temperature 90 celsius. The product is N1(N=CN=C1)C[C@H]1NC([C@H]1NC(OCC1=CC=CC=C1)=O)=O (Benzyl ((2R,3S)-2-((1H-1,2,4-triazol-1-yl)methyl)-4-oxoazetidin-3-yl)carbamate). Run in CO (MeOH), [H][H] (hydrogen). The reagents and catalysts are [OH-].[OH-].[Pd+2] (Pd(OH)2). Procedure details: Compound 46E (80 mg, 0.20 mmol) was dissolved in MeOH (5 mL) and hydrogenated at 1 atmosphere of hydrogen for 24 h in the presence of 20 mg Pd(OH)2. The reaction was then filtered, concentrated under reduced pressure, and subsequently purified by silica gel flash chromatography eluting with a gradient of 5%-10% MeOH in CH2Cl2 to give the title compound (16 mg) as a white solid. HPLC: 98% at 0.79 min (retention time) (Conditions: YMC S5 C18 (4.6×50 mm); Eluted with 0% to 100% B, 8 min gradient, 3... The yield is 26.7%. Product: O[C@@H]1CCN2C(N(C([C@@H]21)=O)C=2C=C1C=CC(NC1=CC2)=O)=O ((7R,7aS)-7-Hydroxy-2-(2-oxo-1,2-dihydroquinolin-6-yl)tetrahydropyrrolo[1,2-c]imidazole-1,3-dione). Reactants: O[C@@H]1CCN2C(N(C([C@@H]21)=O)C=2C=C1C=CC(N(C1=CC2)CC2=CC=CC=C2)=O)=O ((7R,7aS)-7-Hydroxy-2-(2-oxo-1,2-dihydro-N-benzylquinolin-6-yl)tetrahydropyrrolo[1,2-c]imidazole-1,3-dione). Reaction SMILES: [OH:1][C@H:2]1[C@@H:9]2[N:5]([C:6](=[O:29])[N:7]([C:11]3[CH:12]=[C:13]4[C:18](=[CH:19][CH:20]=3)[N:17](CC3C=CC=CC=3)[C:16](=[O:28])[CH:15]=[CH:14]4)[C:8]2=[O:10])[CH2:4][CH2:3]1>CO.[H][H].[OH-].[OH-].[Pd+2]>[OH:1][C@H:2]1[C@@H:9]2[N:5]([C:6](=[O:29])[N:7]([C:11]3[CH:12]=[C:13]4[C:18](=[CH:19][CH:20]=3)[NH:17][C:16](=[O:28])[CH:15]=[CH:14]4)[C:8]2=[O:10])[CH2:4][CH2:3]1 |f:3.4.5|. Reactants: C(CCCCCCC)C1CC2=CC=C(C=C2C1)C(=O)NCC(=O)O (N-(2-octylindan-5-carbonyl)glycine), C1=CC=CC=C1 (benzene). Run in C(C)N(CC)CC (triethylamine). Product: C(CCCCCCC)C1CC2=CC=C(C=C2C1)C1OC(C=N1)=O (2-(2-octylindan-5-yl)-5-oxazolone). As a reaction SMILES: [CH2:1]([CH:9]1[CH2:17][C:16]2[C:11](=[CH:12][CH:13]=[C:14]([C:18]([NH:20][CH2:21][C:22]([OH:24])=[O:23])=O)[CH:15]=2)[CH2:10]1)[CH2:2][CH2:3][CH2:4][CH2:5][CH2:6][CH2:7][CH3:8].C1C=CC=CC=1>C(N(CC)CC)C>[CH2:1]([CH:9]1[CH2:17][C:16]2[C:11](=[CH:12][CH:13]=[C:14]([CH:18]3[N:20]=[CH:21][C:22](=[O:23])[O:24]3)[CH:15]=2)[CH2:10]1)[CH2:2][CH2:3][CH2:4][CH2:5][CH2:6][CH2:7][CH3:8]. Reported procedure: Subsequently, 1.55 g (4.68 mM) of N-(2-octylindan-5-carbonyl)glycine and 25 ml of dry benzene were placed in a 50 ml-three necked flask. Under stirring at room temperature, 0.66 ml (4.74 mM) of triethylamine and 0.46 ml (4.81 mM) were successively added to the above mixture, followed by further stirring for 23 minutes at room temperature to precipitate a crystal. After the reaction, the precipitated triethylamine hydrochloride was removed by filtration and the filtrate was evaporated under reduc... The reactants are C(C)(C)(C)OC(COC1=C(C2=CC=CC=C2C=C1)Br)=O ((1-bromo-naphthalen-2-yloxy)-acetic acid tert-butyl ester), C(C)(C)(C)OC(COC1=C(C2=CC=CC=C2C=C1)Br)=O ((1-bromo-naphthalen-2-yloxy)-acetic acid tert-butyl ester), C(#C)C1=CC(=CC=C1)S(=O)(=O)CCC (1-ethynyl-3-(propane-1-sulfonyl)-benzene), C1=CC=C(C=C1)P(C2=CC=CC=C2)C3=CC=CC=C3 (PPh3), N1CCCCC1 (piperidine). Reagents/catalysts: [Pd](Cl)Cl (palladium(II) chloride). The solvent is O (water), CC(=O)C (Acetone). Conditions: temperature 60 celsius. Product: C(C)(C)(C)OC(COC1=C(C2=CC=CC=C2C=C1)C#CC1=CC(=CC=C1)S(=O)(=O)CCC)=O (tert-butyl[(1-{[3-(propylsulfonyl)phenyl]ethynyl}-2-naphthyl)oxy]acetate). Reaction SMILES: [C:1]([O:5][C:6](=[O:20])[CH2:7][O:8][C:9]1[CH:18]=[CH:17][C:16]2[C:11](=[CH:12][CH:13]=[CH:14][CH:15]=2)[C:10]=1Br)([CH3:4])([CH3:3])[CH3:2].[C:21]([C:23]1[CH:28]=[CH:27][CH:26]=[C:25]([S:29]([CH2:32][CH2:33][CH3:34])(=[O:31])=[O:30])[CH:24]=1)#[CH:22].C1C=CC(P(C2C=CC=CC=2)C2C=CC=CC=2)=CC=1.N1CCCCC1>O.CC(C)=O.[Pd](Cl)Cl>[C:1]([O:5][C:6](=[O:20])[CH2:7][O:8][C:9]1[CH:18]=[CH:17][C:16]2[C:11](=[CH:12][CH:13]=[CH:14][CH:15]=2)[C:10]=1[C:22]#[C:21][C:23]1[CH:28]=[CH:27][CH:26]=[C:25]([S:29]([CH2:32][CH2:33][CH3:34])(=[O:31])=[O:30])[CH:24]=1)([CH3:4])([CH3:3])[CH3:2]. Procedure details: A mixture of (1-bromo-naphthalen-2-yloxy)-acetic acid tert-butyl ester (Intermediate 217; 500 mg; 1.48 mmol), 1-ethynyl-3-(propane-1-sulfonyl)-benzene (618 mg; 2.97 mmol) and PPh3 (39 mg; 0.15 mmol) in water (4.40 ml) and Acetone (5.6 ml) was treated with palladium(II) chloride (13 mg; 0.07 mmol) and piperidine (295 μl; 2.97 mmol) and heated at 60° C. for 2 days. The reaction mixture was extracted with EtOAc, the organic phase was dried over MgSO4 and concentrated under reduced pressure. The res... The reactants are COC1=C(C=CC=C1)C1C(=C(C2=CC=CC=C12)C1=CC2=C(C=C1)OCO2)C(=O)OCC (ethyl(RS)-1-(2-methoxyphenyl)-3-(3,4-methylenedioxyphenyl)indene-2-carboxylate). The reagents and catalysts are [Pd] (palladium on activated carbon). Solvent: CCO (EtOH). Run at time 8 hour. Yields the product COC1=C(C=CC=C1)C1C(C(C2=CC=CC=C12)C1=CC2=C(C=C1)OCO2)C(=O)OCC (Ethyl(1RS,2RS,3RS)-1-(2-Methoxyphenyl)-3-(3,4-methylenedioxyphenyl)indane-2-carboxylate). The yield is 98.2%. As a reaction SMILES: [CH3:1][O:2][C:3]1[CH:8]=[CH:7][CH:6]=[CH:5][C:4]=1[CH:9]1[C:17]2[C:12](=[CH:13][CH:14]=[CH:15][CH:16]=2)[C:11]([C:18]2[CH:23]=[CH:22][C:21]3[O:24][CH2:25][O:26][C:20]=3[CH:19]=2)=[C:10]1[C:27]([O:29][CH2:30][CH3:31])=[O:28]>CCO.[Pd]>[CH3:1][O:2][C:3]1[CH:8]=[CH:7][CH:6]=[CH:5][C:4]=1[CH:9]1[C:17]2[C:12](=[CH:13][CH:14]=[CH:15][CH:16]=2)[CH:11]([C:18]2[CH:23]=[CH:22][C:21]3[O:24][CH2:25][O:26][C:20]=3[CH:19]=2)[CH:10]1[C:27]([O:29][CH2:30][CH3:31])=[O:28]. Procedure details: To a solution of ethyl(RS)-1-(2-methoxyphenyl)-3-(3,4-methylenedioxyphenyl)indene-2-carboxylate (90 mg, 0.22 mmol) in EtOH (10 ml) was added 10% palladium on activated carbon (90 mg). The resulting suspension was shaken on a Parr hydrogenator at 60 psi H2 overnight, then was filtered through a pad of Celite. The filtrate was concentrated under reduced pressure to afford the title compound (90 mg, 100%), which was used without further purification. Starting materials: Cl.CNC (Dimethylamine hydrochloride), C(=O)(OC(C)(C)C)N[C@@H](CC1=CC=C(C=C1)N)C(=O)O (Boc-p-amino-L-phenylalanine). Run in ClCCl.CN(C=O)C (dichloro-methane dimethylformamide). The product is C(C)(C)(C)OC(N[C@@H](CC1=CC=C(C=C1)N)C(N(C)C)=O)=O ((S)-[2-(4-Amino-phenyl)-1-dimethylcarbamoyl-ethyl]-carbamic acid tert-butyl ester). RXN SMILES: Cl.[CH3:2][NH:3][CH3:4].[C:5]([NH:12][C@H:13]([C:22]([OH:24])=O)[CH2:14][C:15]1[CH:20]=[CH:19][C:18]([NH2:21])=[CH:17][CH:16]=1)([O:7][C:8]([CH3:11])([CH3:10])[CH3:9])=[O:6]>ClCCl.CN(C)C=O>[C:8]([O:7][C:5](=[O:6])[NH:12][C@H:13]([C:22](=[O:24])[N:3]([CH3:4])[CH3:2])[CH2:14][C:15]1[CH:16]=[CH:17][C:18]([NH2:21])=[CH:19][CH:20]=1)([CH3:9])([CH3:10])[CH3:11] |f:0.1,3.4|. Procedure: Dimethylamine hydrochloride (2.04 mmol) and Boc-p-amino-L-phenylalanine (1.7 mmol) were coupled according to Procedure A (0-25° C. reaction temperature, 4:1 dichloro-methane/dimethylformamide reaction solvent, washed with base only). The product was purified by chromatography on silica gel eluted with 50, 60, 70 and 100% ethyl acetate in hexanes. Yield 226 mg, 42%; HPLC (70/30) 2.45 minutes (100%).